From a dataset of the Open Reaction Database (ORD), a public repository of structured organic reaction records. describe an organic reaction: reactants, conditions, products, and yield Reactants: CC(C)(C)OC(=O)N[C@H](C)C(=O)O (N-{[(1,1-dimethylethyl)oxy]carbonyl}-D-alanine), CN(C=O)C (N,N-Dimethylformamide), CN(C)C(=[N+](C)C)ON1C2=C(C=CC=C2)N=N1.[B-](F)(F)(F)F (TBTU), CC1=C(C=C(C=C1)OC1=CC=C(N)C=C1)OC (4-{[4-methyl-3-(methyloxy)phenyl]oxy}aniline), CC1=C(C=C(C=C1)OC1=CC=C(N)C=C1)OC (4-{[4-methyl-3-(methyloxy)phenyl]oxy}aniline). Reaction conditions: time 15 minute. Product: C[C@H](C(=O)NC1=CC=C(C=C1)OC1=CC(=C(C=C1)C)OC)NC(OC(C)(C)C)=O (1,1-dimethylethyl {(1R)-1-methyl-2-[(4-{[4-methyl-3-(methyloxy)phenyl]oxy}phenyl)amino]-2-oxoethyl}carbamate). Yield: 87.0%. As a reaction SMILES: [CH3:1][C:2]([O:5][C:6]([NH:8][C@@H:9]([C:11]([OH:13])=O)[CH3:10])=[O:7])([CH3:4])[CH3:3].CN(C)C=O.CN(C(ON1N=NC2C=CC=CC1=2)=[N+](C)C)C.[B-](F)(F)(F)F.[CH3:41][C:42]1[CH:47]=[CH:46][C:45]([O:48][C:49]2[CH:55]=[CH:54][C:52]([NH2:53])=[CH:51][CH:50]=2)=[CH:44][C:43]=1[O:56][CH3:57]>>[CH3:10][C@@H:9]([NH:8][C:6](=[O:7])[O:5][C:2]([CH3:1])([CH3:3])[CH3:4])[C:11]([NH:53][C:52]1[CH:51]=[CH:50][C:49]([O:48][C:45]2[CH:46]=[CH:47][C:42]([CH3:41])=[C:43]([O:56][CH3:57])[CH:44]=2)=[CH:55][CH:54]=1)=[O:13] |f:2.3|. Procedure: To a solution of N-{[(1,1-dimethylethyl)oxy]carbonyl}-D-alanine (182 mg, 0.960 mmol) in dry N,N-Dimethylformamide (DMF) (4 mL) DIPEA (0.305 mL, 1.745 mmol) and then TBTU (336 mg, 1.047 mmol) were added and the reaction mixture was stirred for 15 minutes at r.t. 4-{[4-methyl-3-(methyloxy)phenyl]oxy}aniline (Intermediate 20, 200 mg) was then added and the reaction mixture was stirred for 1 hour at the same temperature. The reaction was quenched with water (2 mL), diluted with brine (10 mL) and ext... The reactants are CC(C)(C)P(C(C)(C)C)C(C)(C)C, CC(C)(C)[O-], Cc1ccccc1, Clc1ccc(-c2c3ccccc3c(-c3cc(-c4ccccc4)cc(-c4ccccc4)c3)c3ccccc23)cc1, c1ccc(Nc2ccccc2)cc1, [Na+], O=C(C=Cc1ccccc1)C=Cc1ccccc1, O=C(C=Cc1ccccc1)C=Cc1ccccc1, O=C(C=Cc1ccccc1)C=Cc1ccccc1, [Pd], [Pd]. Product: c1ccc(-c2cc(-c3ccccc3)cc(-c3c4ccccc4c(-c4ccc(N(c5ccccc5)c5ccccc5)cc4)c4ccccc34)c2)cc1. As a reaction SMILES: [C:53]([P:54]([C:55]([CH3:56])([CH3:57])[CH3:58])[C:59]([CH3:60])([CH3:61])[CH3:62])([CH3:63])([CH3:64])[CH3:65].[CH3:66][C:67]([CH3:68])([O-:69])[CH3:70].[CH3:72][c:73]1[cH:74][cH:75][cH:76][cH:77][cH:78]1.[Cl:1][c:2]1[cH:3][cH:4][c:5](-[c:8]2[c:9]3[cH:10][cH:11][cH:12][cH:13][c:14]3[c:15](-[c:22]3[cH:23][c:24](-[c:34]4[cH:35][cH:36][cH:37][cH:38][cH:39]4)[cH:25][c:26](-[c:28]4[cH:29][cH:30][cH:31][cH:32][cH:33]4)[cH:27]3)[c:16]3[cH:17][cH:18][cH:19][cH:20][c:21]23)[cH:6][cH:7]1.[NH:40]([c:41]1[cH:42][cH:43][cH:44][cH:45][cH:46]1)[c:47]1[cH:48][cH:49][cH:50][cH:51][cH:52]1.[Na+:71].[O:117]=[C:118]([CH:119]=[CH:120][c:121]1[cH:122][cH:123][cH:124][cH:125][cH:126]1)[CH:127]=[CH:128][c:129]1[cH:130][cH:131][cH:132][cH:133][cH:134]1.[O:81]=[C:82]([CH:83]=[CH:84][c:85]1[cH:86][cH:87][cH:88][cH:89][cH:90]1)[CH:91]=[CH:92][c:93]1[cH:94][cH:95][cH:96][cH:97][cH:98]1.[O:99]=[C:100]([CH:101]=[CH:102][c:103]1[cH:104][cH:105][cH:106][cH:107][cH:108]1)[CH:109]=[CH:110][c:111]1[cH:112][cH:113][cH:114][cH:115][cH:116]1.[Pd:79].[Pd:80]>>[c:2]1([N:40]([c:41]2[cH:42][cH:43][cH:44][cH:45][cH:46]2)[c:47]2[cH:48][cH:49][cH:50][cH:51][cH:52]2)[cH:3][cH:4][c:5](-[c:8]2[c:9]3[cH:10][cH:11][cH:12][cH:13][c:14]3[c:15](-[c:22]3[cH:23][c:24](-[c:34]4[cH:35][cH:36][cH:37][cH:38][cH:39]4)[cH:25][c:26](-[c:28]4[cH:29][cH:30][cH:31][cH:32][cH:33]4)[cH:27]3)[c:16]3[cH:17][cH:18][cH:19][cH:20][c:21]23)[cH:6][cH:7]1. Reactants: [NH4+].[OH-] (NH4OH), OO (H2O2), NC1=NC=C(C=N1)C1=CC2=C(N(C(=N2)C=2C=C(C#N)C=CC2N2N=CN=C2)C(C)(C)C)C=C1 (3-[5-(2-Amino-pyrimidin-5-yl)-1-tert-butyl-1H-benzimidazol-2-yl]-4-1,2,4-triazol-1-yl-benzonitrile). Solvent: CCOC(=O)C (EtOAc), CO (MeOH). Conditions: time 3 hour. The product is NC1=NC=C(C=N1)C1=CC2=C(N(C(=N2)C=2C=C(C(=O)N)C=CC2N2N=CN=C2)C(C)(C)C)C=C1 (3-[5-(2-Amino-pyrimidin-5-yl)-1-tert-butyl-1H-benzimidazol-2-yl]-4-1,2,4-triazol-1-yl-benzamide). The yield is 42.0%. RXN SMILES: [NH2:1][C:2]1[N:7]=[CH:6][C:5]([C:8]2[CH:33]=[CH:32][C:11]3[N:12]([C:28]([CH3:31])([CH3:30])[CH3:29])[C:13]([C:15]4[CH:16]=[C:17]([CH:20]=[CH:21][C:22]=4[N:23]4[CH:27]=[N:26][CH:25]=[N:24]4)[C:18]#[N:19])=[N:14][C:10]=3[CH:9]=2)=[CH:4][N:3]=1.[NH4+].[OH-:35].OO>CO.CCOC(C)=O>[NH2:1][C:2]1[N:7]=[CH:6][C:5]([C:8]2[CH:33]=[CH:32][C:11]3[N:12]([C:28]([CH3:29])([CH3:30])[CH3:31])[C:13]([C:15]4[CH:16]=[C:17]([CH:20]=[CH:21][C:22]=4[N:23]4[CH:27]=[N:26][CH:25]=[N:24]4)[C:18]([NH2:19])=[O:35])=[N:14][C:10]=3[CH:9]=2)=[CH:4][N:3]=1 |f:1.2|. Reported procedure: To a round bottom flask is added 3-[5-(2-amino-pyrimidin-5-yl)-1-tert-butyl-1H-benzimidazol-2-yl]-4-1,2,4-triazol-1-yl-benzonitrile (Example 7) (200 mg, 0.46 mmol) in MeOH (5 mL), followed by the addition of NH4OH (2 mL) and H2O2 (1 mL) (30% in water). The reaction mixture is stirred at room temperature for 3 hours. The reaction mixture is diluted with EtOAc (20 mL), washed with water (10 mL), brine (5 mL), dried under anhydrous Na2SO4 (500 mg), filtered and concentrated. The residue is purified... The reactants are BrC=1C=C2C(=CNC2=C(C1)C(=O)N)C1CS(CCC1)(=O)=O (5-Bromo-3-(1,1-dioxidotetrahydro-2H-thiopyran-3-yl)-1H-indole-7-carboxamide), S1C=C(C=C1)B(O)O (3-thienylboronic acid), PL-Thiol, C([O-])([O-])=O.[K+].[K+] (Potassium carbonate). The reagents and catalysts are C1=CC=C(C=C1)P([C-]2C=CC=C2)C3=CC=CC=C3.C1=CC=C(C=C1)P([C-]2C=CC=C2)C3=CC=CC=C3.Cl[Pd]Cl.[Fe+2] (PdCl2(dppf)2). Run in O1CCOCC1 (1,4 dioxane), O (water). Conditions: temperature 100 celsius. The product is O=S1(CC(CCC1)C1=CNC2=C(C=C(C=C12)C1=CSC=C1)C(=O)N)=O (3-(1,1-Dioxidotetrahydro-2H-thiopyran-3-yl)-5-(3-thienyl)-1H-indole-7-carboxamide). Isolated yield 54.3%. RXN SMILES: Br[C:2]1[CH:3]=[C:4]2[C:8](=[C:9]([C:11]([NH2:13])=[O:12])[CH:10]=1)[NH:7][CH:6]=[C:5]2[CH:14]1[CH2:19][CH2:18][CH2:17][S:16](=[O:21])(=[O:20])[CH2:15]1.[S:22]1[CH:26]=[CH:25][C:24](B(O)O)=[CH:23]1.C(=O)([O-])[O-].[K+].[K+]>O1CCOCC1.O.C1C=CC(P(C2C=CC=CC=2)[C-]2C=CC=C2)=CC=1.C1C=CC(P(C2C=CC=CC=2)[C-]2C=CC=C2)=CC=1.Cl[Pd]Cl.[Fe+2]>[O:20]=[S:16]1(=[O:21])[CH2:17][CH2:18][CH2:19][CH:14]([C:5]2[C:4]3[C:8](=[C:9]([C:11]([NH2:13])=[O:12])[CH:10]=[C:2]([C:24]4[CH:25]=[CH:26][S:22][CH:23]=4)[CH:3]=3)[NH:7][CH:6]=2)[CH2:15]1 |f:2.3.4,7.8.9.10|. Procedure details: 5-Bromo-3-(1,1-dioxidotetrahydro-2H-thiopyran-3-yl)-1H-indole-7-carboxamide (0.069 g, 0.187 mmol) and 3-thienylboronic acid (0.031 g, 0.242 mmol) was dissolved in a 6:1 solution of 1,4 dioxane (3 mL)/water (0.5 mL) in a 20 mL microwave reaction vessel. Potassium carbonate (0.129 g, 0.933 mmol) was added and the solution was degassed with Nitrogen. PdCl2(dppf)2 (0.023 g, 0.032 mmol) was added and the reaction was heated in a microwave at 100° C. for 20 min. The solution was passed through a Strat... Starting materials: C(C)(=O)NC1=CC=C(C=C1)S(=O)(=O)Cl (p-acetamidobenzenesulfonyl chloride), NC=1SC(=NN1)CO (2-amino-5-hydroxymethyl-1,3,4-thiadiazole), Cl (HCl). The solvent is N1=CC=CC=C1 (pyridine). Reaction conditions: time 4.5 hour. Product: OCC1=NN=C(S1)NS(=O)(=O)C1=CC=C(C=C1)NC(C)=O (N-(4-(N-(5-(hydroxymethyl)-1,3,4-thiadiazol-2-yl)sulfamoyl)phenyl)acetamide). Isolated yield 82.0%. Reaction SMILES: [C:1]([NH:4][C:5]1[CH:10]=[CH:9][C:8]([S:11](Cl)(=[O:13])=[O:12])=[CH:7][CH:6]=1)(=[O:3])[CH3:2].[NH2:15][C:16]1[S:17][C:18]([CH2:21][OH:22])=[N:19][N:20]=1.Cl>N1C=CC=CC=1>[OH:22][CH2:21][C:18]1[S:17][C:16]([NH:15][S:11]([C:8]2[CH:9]=[CH:10][C:5]([NH:4][C:1](=[O:3])[CH3:2])=[CH:6][CH:7]=2)(=[O:13])=[O:12])=[N:20][N:19]=1. Reported procedure: To a solution of p-acetamidobenzenesulfonyl chloride (510 mg, 2.18 mmol) in pyridine (6 mL) was added 2-amino-5-hydroxymethyl-1,3,4-thiadiazole (260 mg, 1.98 mmol). The reaction mixture was stirred at room temperature for 4.5 h, then 2 M HCl (20 mL) was added to quench the reaction. The mixture was extracted with ethyl acetate (4×50 mL). The organic extracts were washed with water (40 mL), brine (40 mL), dried over Na2SO4, filtered, and concentrated. The residue was purified by chromatography on... The reactants are COc1cc2ncnc(Oc3ccc(N)cc3)c2cc1OC, CCCCN=C=O, Cc1ccccc1. The product is CCCCNC(=O)Nc1ccc(Oc2ncnc3cc(OC)c(OC)cc23)cc1. RXN SMILES: [CH3:1][O:2][c:3]1[cH:4][c:5]2[c:6]([O:15][c:16]3[cH:17][cH:18][c:19]([NH2:22])[cH:20][cH:21]3)[n:7][cH:8][n:9][c:10]2[cH:11][c:12]1[O:13][CH3:14].[CH3:23][CH2:24][CH2:25][CH2:26][N:27]=[C:28]=[O:29].[CH3:30][c:31]1[cH:32][cH:33][cH:34][cH:35][cH:36]1>>[CH3:1][O:2][c:3]1[cH:4][c:5]2[c:6]([O:15][c:16]3[cH:17][cH:18][c:19]([NH:22][C:28]([NH:27][CH2:26][CH2:25][CH2:24][CH3:23])=[O:29])[cH:20][cH:21]3)[n:7][cH:8][n:9][c:10]2[cH:11][c:12]1[O:13][CH3:14]. The reactants are Cc1sc(Br)nc1CO, [Cl-], [NH4+], CC(C)OC(=O)N=NC(=O)OC(C)C, C1CCOC1, c1ccc(P(c2ccccc2)c2ccccc2)cc1, CCOC(=O)c1cn[nH]c1. Product: CCOC(=O)c1cnn(Cc2nc(Br)sc2C)c1. As a reaction SMILES: [Br:1][c:2]1[s:3][c:4]([CH3:9])[c:5]([CH2:7][OH:8])[n:6]1.[Cl-:53].[NH4+:54].[O:39]=[C:40]([O:41][CH:42]([CH3:43])[CH3:44])[N:45]=[N:46][C:47]([O:48][CH:49]([CH3:50])[CH3:51])=[O:52].[O:55]1[CH2:56][CH2:57][CH2:58][CH2:59]1.[c:10]1([P:11]([c:12]2[cH:13][cH:14][cH:15][cH:16][cH:17]2)[c:18]2[cH:19][cH:20][cH:21][cH:22][cH:23]2)[cH:24][cH:25][cH:26][cH:27][cH:28]1.[nH:29]1[n:30][cH:31][c:32]([C:34](=[O:35])[O:36][CH2:37][CH3:38])[cH:33]1>>[Br:1][c:2]1[s:3][c:4]([CH3:9])[c:5]([CH2:7][n:29]2[n:30][cH:31][c:32]([C:34](=[O:35])[O:36][CH2:37][CH3:38])[cH:33]2)[n:6]1.